Dataset: the Open Reaction Database (ORD), a public repository of structured organic reaction records. Task: describe an organic reaction: reactants, conditions, products, and yield Starting materials: C(C)(C)(C)C=1C(=C(C=C(C1)C)CC1=C(C=CC=C1)O)O ((3-t-Butyl-2-hydroxy-5-methylphenyl)-(2-hydroxyphenyl)methane), [Cl-].[Al+3].[Cl-].[Cl-] (aluminum chloride), ice water. Conditions: time 24 hour. RXN SMILES: C([C:5]1[C:6]([OH:20])=[C:7]([CH2:12][C:13]2[CH:18]=[CH:17][CH:16]=[CH:15][C:14]=2[OH:19])[CH:8]=[C:9]([CH3:11])[CH:10]=1)(C)(C)C.[Cl-].[Al+3].[Cl-].[Cl-]>C1C=CC=CC=1>[OH:20][C:6]1[CH:5]=[CH:10][C:9]([CH3:11])=[CH:8][C:7]=1[CH2:12][C:13]1[CH:18]=[CH:17][CH:16]=[CH:15][C:14]=1[OH:19] |f:1.2.3.4|. Product: OC1=C(C=C(C=C1)C)CC1=C(C=CC=C1)O ((2-Hydroxy-5-methylphenyl)-(2-hydroxyphenyl)methane). Procedure: (3-t-Butyl-2-hydroxy-5-methylphenyl)-(2-hydroxyphenyl)methane (4.34 g, 16 mmol) was combined with 3.2 g (24 mmol) of aluminum chloride and 100 ml of benzene and the mixture heated at reflux with stirring for 24 hours. It was then allowed to cool and was poured onto an ice-water mixture. The organic phase was collected and extracted with water and then 1N potassium hydroxide. The alkaline extract was acidified and then extracted with ether. The ether extract was dried with magnesium sulfate and t... The solvent is C1=CC=CC=C1 (benzene).